From a dataset of the Open Reaction Database (ORD), a public repository of structured organic reaction records. describe an organic reaction: reactants, conditions, products, and yield Reaction conditions: time 30 minute. Starting materials: N1=CN=C(C=C1)N (pyrimidin-4-amine), C[Si](C)(C)CCOCCl (SEM-Cl), CC(C)([O-])C.[Li+] (lithium tert-butoxide), C1CCOC1 (THF), BrC1=C2C=CC(=CC2=CC=C1)S(=O)(=O)OC1=C(C(=C(C(=C1F)F)F)F)F (perfluorophenyl 5-bromonaphthalene-2-sulfonate), BrC1=C2C=CC(=CC2=CC=C1)S(=O)(=O)OC1=C(C(=C(C(=C1F)F)F)F)F (perfluorophenyl 5-bromonaphthalene-2-sulfonate). Procedure details: A solution of pyrimidin-4-amine (0.944 g, 9.93 mmol) in 10 mL DMF was treated with SEM-Cl (1.761 ml, 9.93 mmol) and was allowed to stir at room temperature 30 minutes. Perfluorophenyl 5-bromonaphthalene-2-sulfonate (INTERMEDIATE M; 4.50 g, 9.93 mmol) was added and the reaction mixture was treated with lithium tert-butoxide 1N in THF (19.86 ml, 19.86 mmol) drop wise. After stirring for one hour, the reaction mixture was concentrated. The crude residue was diluted with DCM, washed with water, the ... The solvent is CN(C)C=O (DMF). As a reaction SMILES: [N:1]1[CH:6]=[CH:5][C:4]([NH2:7])=[N:3][CH:2]=1.[CH3:8][Si:9]([CH2:12][CH2:13][O:14][CH2:15]Cl)([CH3:11])[CH3:10].[Br:17][C:18]1[CH:27]=[CH:26][CH:25]=[C:24]2[C:19]=1[CH:20]=[CH:21][C:22]([S:28](OC1C(F)=C(F)C(F)=C(F)C=1F)(=[O:30])=[O:29])=[CH:23]2.CC(C)([O-])C.[Li+].C1COCC1>CN(C=O)C>[Br:17][C:18]1[CH:27]=[CH:26][CH:25]=[C:24]2[C:19]=1[CH:20]=[CH:21][C:22]([S:28]([N:7]([C:4]1[CH:5]=[CH:6][N:1]=[CH:2][N:3]=1)[CH2:15][O:14][CH2:13][CH2:12][Si:9]([CH3:11])([CH3:10])[CH3:8])(=[O:29])=[O:30])=[CH:23]2 |f:3.4|. The product is BrC1=C2C=CC(=CC2=CC=C1)S(=O)(=O)N(COCC[Si](C)(C)C)C1=NC=NC=C1 (5-BROMO-N-(PYRIMIDIN-4-YL)-N-((2-(TRIMETHYLSILYL)ETHOXY)METHYL)NAPHTHALENE-2-SULFONAMIDE). The reactants are [OH-].[Na+] (sodium hydroxide), C1(=CC=CC=C1)N=C=S (Phenyl isothiocyanate), OCCC1=C2CC(NC2=CC=C1)=O (4-(2-hydroxy-ethyl)-1,3-dihydro-indol-2-one), CN(C=O)C (dimethylforamide). Solvent: O1CCCC1 (tetrahydrofuran). Conditions: time 20 hour. The product is O=C1NC2=CC=CC(=C2C1)CCOC(NC1=CC=CC=C1)=S (phenyl-thiocarbamic acid O-[2-(2-oxo-2,3-dihydro-1H-indol-4-yl)-ethyl]ester). The yield is 57.9%. As a reaction SMILES: [C:1]1([N:7]=[C:8]=[S:9])[CH:6]=[CH:5][CH:4]=[CH:3][CH:2]=1.[OH:10][CH2:11][CH2:12][C:13]1[CH:21]=[CH:20][CH:19]=[C:18]2[C:14]=1[CH2:15][C:16](=[O:22])[NH:17]2.CN(C)C=O.[OH-].[Na+]>O1CCCC1>[O:22]=[C:16]1[CH2:15][C:14]2[C:18](=[CH:19][CH:20]=[CH:21][C:13]=2[CH2:12][CH2:11][O:10][C:8](=[S:9])[NH:7][C:1]2[CH:6]=[CH:5][CH:4]=[CH:3][CH:2]=2)[NH:17]1 |f:3.4|. Procedure: Phenyl isothiocyanate (0.45 mL, 3.75 mmol) was added dropwise to a stirred mixture of 4-(2-hydroxy-ethyl)-1,3-dihydro-indol-2-one (443 mg, 2.5 mmol) in tetrahydrofuran (5 mL). The mixture was stirred at room temperature for 20 hours and then 70° C. for 8 hours. One mL of dimethylforamide was added to the mixture to make it homogenous and the heating was continued for another 42 hours. The reaction was cooled, poured into 1 N sodium hydroxide solution (100 mL) and extracted with ethyl acetate (20... Starting materials: C(C1=CC=CC=C1)N1C(CC(C1)N(CC1=C(C=C(C=C1)F)F)C(=O)OC(C)(C)C)C(=O)O (1-benzyl-4-[tert-butoxycarbonyl-(2,4-difluoro-benzyl)-amino]-pyrrolidine-2-carboxylic acid), COC=1C=C2CCNCC2=CC1OC (6,7-dimethoxy-1,2,3,4-tetrahydro-isoquinoline). Product: C(C1=CC=CC=C1)N1[C@@H](C[C@@H](C1)NCC1=C(C=C(C=C1)F)F)C(=O)N1CC2=CC(=C(C=C2CC1)OC)OC ([(2S,4S)-1-Benzyl-4-(2,4-difluoro-benzylamino)-pyrrolidin-2-yl]-(6,7-dimethoxy-3,4-dihydro-1H-isoquinolin-2-yl)-methanone). Isolated yield 5.0%. Reaction SMILES: [CH2:1]([N:8]1[CH2:12][CH:11]([N:13](C(OC(C)(C)C)=O)[CH2:14][C:15]2[CH:20]=[CH:19][C:18]([F:21])=[CH:17][C:16]=2[F:22])[CH2:10][CH:9]1[C:30](O)=[O:31])[C:2]1[CH:7]=[CH:6][CH:5]=[CH:4][CH:3]=1.[CH3:33][O:34][C:35]1[CH:36]=[C:37]2[C:42](=[CH:43][C:44]=1[O:45][CH3:46])[CH2:41][NH:40][CH2:39][CH2:38]2>>[CH2:1]([N:8]1[CH2:12][C@@H:11]([NH:13][CH2:14][C:15]2[CH:20]=[CH:19][C:18]([F:21])=[CH:17][C:16]=2[F:22])[CH2:10][C@H:9]1[C:30]([N:40]1[CH2:39][CH2:38][C:37]2[C:42](=[CH:43][C:44]([O:45][CH3:46])=[C:35]([O:34][CH3:33])[CH:36]=2)[CH2:41]1)=[O:31])[C:2]1[CH:3]=[CH:4][CH:5]=[CH:6][CH:7]=1. Reported procedure: As described for Example 1f, 1-benzyl-4-[tert-butoxycarbonyl-(2,4-difluoro-benzyl)-amino]-pyrrolidine-2-carboxylic acid (60.0 mg, 0.134 mmol) was converted, using 6,7-dimethoxy-1,2,3,4-tetrahydro-isoquinoline instead of 2-piperazin-1-yl-benzonitrile, to the title compound (3.5 mg, 5.0%) as light yellow oil. MS m/e=522.4 [M+H]+.